Dataset: the Open Reaction Database (ORD), a public repository of structured organic reaction records. Task: describe an organic reaction: reactants, conditions, products, and yield Starting materials: B(O)(O)O (boric acid), C(CCCCCCC\C=C/CCCCCCCC)(=O)OCC(O)CO (glycerol monooleate), OCC(O)CO (glycerol), OCC(O)CO (glycerol), C(C(CCCCCCCCCCCCCC)O)O (1,2-hexadecanediol). Solvent: O (water), C1(=CC=CC=C1)C (toluene). The product is C(CCCCCCC\C=C/CCCCCCCC)(=O)OCC(O)CO.C(C(CCCCCCCCCCCCCC)O)O (Glycerol Monooleate 1.2-Hexadecanediol). Reaction SMILES: [C:1]([O:20][CH2:21][CH:22]([CH2:24][OH:25])[OH:23])(=[O:19])[CH2:2][CH2:3][CH2:4][CH2:5][CH2:6][CH2:7][CH2:8]/[CH:9]=[CH:10]\[CH2:11][CH2:12][CH2:13][CH2:14][CH2:15][CH2:16][CH2:17][CH3:18].OCC(CO)O.[CH2:32]([OH:49])[CH:33]([OH:48])[CH2:34][CH2:35][CH2:36][CH2:37][CH2:38][CH2:39][CH2:40][CH2:41][CH2:42][CH2:43][CH2:44][CH2:45][CH2:46][CH3:47].B(O)(O)O>O.C1(C)C=CC=CC=1>[C:1]([O:20][CH2:21][CH:22]([CH2:24][OH:25])[OH:23])(=[O:19])[CH2:2][CH2:3][CH2:4][CH2:5][CH2:6][CH2:7][CH2:8]/[CH:9]=[CH:10]\[CH2:11][CH2:12][CH2:13][CH2:14][CH2:15][CH2:16][CH2:17][CH3:18].[CH2:32]([OH:49])[CH:33]([OH:48])[CH2:34][CH2:35][CH2:36][CH2:37][CH2:38][CH2:39][CH2:40][CH2:41][CH2:42][CH2:43][CH2:44][CH2:45][CH2:46][CH3:47] |f:6.7|. Procedure details: Approximately 92 g of glycerol monooleate (commercially available as 60/40 mixture of glycerol monoleate/glycerol diooleate), 52 g of 1,2-hexadecanediol and 100 g of toluene were charged to a reactor equipped as described in Example 1. The contents were heated to liquify and 11 g of boric acid were added. The mixture was further heated up to 150° C. over a period of 6 hours until water evolution stopped. Approximately 9 ml. of water collected. The solvent was removed by vacuum distillation at 15... The reactants are CC1=C(C(=C2N1CCNC2=O)C)C2=NC(=NC=C2)NC2=CC=C(C(=O)O)C=C2 (4-[4-(6,8-dimethyl-1-oxo-1,2,3,4-tetrahydro-pyrrolo[1,2-a]pyrazin-7-yl)-pyrimidin-2-ylamino]-benzoic acid), NC1CCN(CC1)C (4-amino-1-methylpiperidine), CN(C)C(=[N+](C)C)ON1C2=C(C=CC=C2)N=N1.[B-](F)(F)(F)F (TBTU). The product is CC1=C(C(=C2N1CCNC2=O)C)C2=NC(=NC=C2)NC2=C(C=C(C(=O)NC1CCN(CC1)C)C=C2)OC (4-[4-(6,8-Dimethyl-1-oxo-1,2,3,4-tetrahydro-pyrrolo[1,2-a]pyrazin-7-yl)-pyrimidin-2-ylamino]-3-methoxy-N-(1-methyl-piperidin-4-yl)-benzamide). RXN SMILES: [CH3:1][C:2]1[N:6]2[CH2:7][CH2:8][NH:9][C:10](=[O:11])[C:5]2=[C:4]([CH3:12])[C:3]=1[C:13]1[CH:18]=[CH:17][N:16]=[C:15]([NH:19][C:20]2[CH:28]=[CH:27][C:23]([C:24]([OH:26])=O)=[CH:22][CH:21]=2)[N:14]=1.[NH2:29][CH:30]1[CH2:35][CH2:34][N:33]([CH3:36])[CH2:32][CH2:31]1.CN([C:40]([O:44]N1N=NC2C=CC=CC1=2)=[N+](C)C)C.[B-](F)(F)(F)F>>[CH3:1][C:2]1[N:6]2[CH2:7][CH2:8][NH:9][C:10](=[O:11])[C:5]2=[C:4]([CH3:12])[C:3]=1[C:13]1[CH:18]=[CH:17][N:16]=[C:15]([NH:19][C:20]2[CH:21]=[CH:22][C:23]([C:24]([NH:29][CH:30]3[CH2:35][CH2:34][N:33]([CH3:36])[CH2:32][CH2:31]3)=[O:26])=[CH:27][C:28]=2[O:44][CH3:40])[N:14]=1 |f:2.3|. Reported procedure: By reaction of Example I-26 4-[4-(6,8-dimethyl-1-oxo-1,2,3,4-tetrahydro-pyrrolo[1,2-a]pyrazin-7-yl)-pyrimidin-2-ylamino]-benzoic acid and 4-amino-1-methylpiperidine as described above but using TBTU as the coupling agent. The reactants are O=CCCCCOc1c(Cl)cc(OCC=C(Cl)Cl)cc1Cl, Cl, Cl, NO, c1ccncc1. The product is ON=CCCCCOc1c(Cl)cc(OCC=C(Cl)Cl)cc1Cl. RXN SMILES: [Cl:1][c:2]1[c:3]([O:4][CH2:5][CH2:6][CH2:7][CH2:8][CH:9]=[O:10])[c:11]([Cl:21])[cH:12][c:13]([O:15][CH2:16][CH:17]=[C:18]([Cl:19])[Cl:20])[cH:14]1.[ClH:22].[ClH:25].[NH2:23][OH:24].[cH:26]1[cH:27][cH:28][n:29][cH:30][cH:31]1>>[Cl:1][c:2]1[c:3]([O:4][CH2:5][CH2:6][CH2:7][CH2:8][CH:9]=[N:23][OH:24])[c:11]([Cl:21])[cH:12][c:13]([O:15][CH2:16][CH:17]=[C:18]([Cl:19])[Cl:20])[cH:14]1. The reactants are O (water), CC1=C(C(C[C@@H](C1=O)O)(C)C)C=CC(=CC=O)C (5-[2,6,6-trimethyl-oxo-4(S)-hydroxy-cyclohex-1-en-1-yl]-3-methyl-penta-2,4-dien-1-al), ClCC(=O)Cl (chloroacetic acid chloride), N1=CC=CC=C1 (pyridine). Run in C(C)OCC (diethyl ether). Conditions: time 1 hour. Product: CC1=C(C(C[C@@H](C1=O)OC(CCl)=O)(C)C)C=CC(=CC=O)C (5-[2,6,6-trimethyl-3-oxo-4(S)-(chloroacetoxy)-cyclohex-1-en-1-yl]-3-methyl-penta-2,4-dien-1-al). Reaction SMILES: [CH3:1][C:2]1[C:7](=[O:8])[C@@H:6]([OH:9])[CH2:5][C:4]([CH3:11])([CH3:10])[C:3]=1[CH:12]=[CH:13][C:14]([CH3:18])=[CH:15][CH:16]=[O:17].N1C=CC=CC=1.[Cl:25][CH2:26][C:27](Cl)=[O:28].O>C(OCC)C>[CH3:1][C:2]1[C:7](=[O:8])[C@@H:6]([O:9][C:27](=[O:28])[CH2:26][Cl:25])[CH2:5][C:4]([CH3:10])([CH3:11])[C:3]=1[CH:12]=[CH:13][C:14]([CH3:18])=[CH:15][CH:16]=[O:17]. Reported procedure: 13 grams of 5-[2,6,6-trimethyl-oxo-4(S)-hydroxy-cyclohex-1-en-1-yl]-3-methyl-penta-2,4-dien-1-al (XIII) are dissolved in 200 ml of diethyl ether. 20 ml of pyridine are added to the solution at 0° C. and 12 g of chloroacetic acid chloride are then added dropwise. The mixture is stirred for 1 hour and then poured into water and extracted with diethyl ether. The 5-[2,6,6-trimethyl-3-oxo-4(S)-(chloroacetoxy)-cyclohex-1-en-1-yl]-3-methyl-penta-2,4-dien-1-al is isolated from the ether extract (IIA). Starting materials: CCCCCC, FC(F)(F)c1csc(C#Cc2cc(C(F)(F)F)cs2)c1. Yields the product FC(F)(F)c1csc(CCc2cc(C(F)(F)F)cs2)c1. As a reaction SMILES: [CH3:21][CH2:22][CH2:23][CH2:24][CH2:25][CH3:26].[F:1][C:2]([c:3]1[cH:4][c:5]([C:8]#[C:9][c:10]2[s:11][cH:12][c:13]([C:15]([F:16])([F:17])[F:18])[cH:14]2)[s:6][cH:7]1)([F:19])[F:20]>>[F:1][C:2]([c:3]1[cH:4][c:5]([CH2:8][CH2:9][c:10]2[s:11][cH:12][c:13]([C:15]([F:16])([F:17])[F:18])[cH:14]2)[s:6][cH:7]1)([F:19])[F:20]. Reactants: CS(C)=O, Oc1ccc(Cl)c(Cl)c1, [Na+], [OH-], O, O=S(=O)(c1ccccc1)c1ccc(F)cc1. The product is O=S(=O)(c1ccccc1)c1ccc(Oc2ccc(Cl)c(Cl)c2)cc1. Reaction SMILES: [CH3:29][S:30]([CH3:31])=[O:32].[Cl:1][c:2]1[cH:3][c:4]([OH:9])[cH:5][cH:6][c:7]1[Cl:8].[Na+:11].[OH-:10].[OH2:28].[c:12]1([S:18](=[O:19])(=[O:20])[c:21]2[cH:22][cH:23][c:24]([F:27])[cH:25][cH:26]2)[cH:13][cH:14][cH:15][cH:16][cH:17]1>>[Cl:1][c:2]1[cH:3][c:4]([O:9][c:24]2[cH:23][cH:22][c:21]([S:18]([c:12]3[cH:13][cH:14][cH:15][cH:16][cH:17]3)(=[O:19])=[O:20])[cH:26][cH:25]2)[cH:5][cH:6][c:7]1[Cl:8]. Starting materials: CN1C(N(C(C=2N(C(=NC12)N1CC2C(C1)CN(C2)C(=O)OC(C)(C)C)CC=C(C)C)=O)CC(C2=CC=CC=C2)=O)=O (tert-butyl 5-[3-methyl-7-(3-methyl-but-2-enyl)-2,6-dioxo-1-(2-oxo-2-phenyl-ethyl)-2,3,6,7-tetrahydro-1H-purin-8-yl]-hexahydropyrrolo[3,4-c]pyrrole-2-carboxylate), Cl (hydrogen chloride). Run in C(C)(=O)OCC (ethyl acetate), C(C)(=O)OCC (ethyl acetate). The product is Cl.C1N(C[C@@H]2[C@H]1CNC2)C2=NC=1N(C(N(C(C1N2CC=C(C)C)=O)CC(C2=CC=CC=C2)=O)=O)C (8-(cis-Hexahydro-pyrrolo[3,4-c]pyrrol-2-yl)-3-methyl-7-(3-methyl-but-2-enyl)-1-(2-oxo-2-phenyl-ethyl)-3,7-dihydro-purine-2,6-dione hydrochloride). Reaction SMILES: [CH3:1][N:2]1[C:10]2[N:9]=[C:8]([N:11]3[CH2:15][CH:14]4[CH2:16][N:17](C(OC(C)(C)C)=O)[CH2:18][CH:13]4[CH2:12]3)[N:7]([CH2:26][CH:27]=[C:28]([CH3:30])[CH3:29])[C:6]=2[C:5](=[O:31])[N:4]([CH2:32][C:33](=[O:40])[C:34]2[CH:39]=[CH:38][CH:37]=[CH:36][CH:35]=2)[C:3]1=[O:41].[ClH:42]>C(OCC)(=O)C>[ClH:42].[CH2:12]1[C@@H:13]2[CH2:18][NH:17][CH2:16][C@@H:14]2[CH2:15][N:11]1[C:8]1[N:7]([CH2:26][CH:27]=[C:28]([CH3:30])[CH3:29])[C:6]2[C:5](=[O:31])[N:4]([CH2:32][C:33](=[O:40])[C:34]3[CH:35]=[CH:36][CH:37]=[CH:38][CH:39]=3)[C:3](=[O:41])[N:2]([CH3:1])[C:10]=2[N:9]=1 |f:3.4|. Procedure: This compound was obtained by dissolving 50 mg of tert-butyl 5-[3-methyl-7-(3-methyl-but-2-enyl)-2,6-dioxo-1-(2-oxo-2-phenyl-ethyl)-2,3,6,7-tetrahydro-1H-purin-8-yl]-hexahydropyrrolo[3,4-c]pyrrole-2-carboxylate in 5 ml of ethyl acetate, treating the solution with excess hydrogen chloride solution in ethyl acetate, concentrating in a rotary evaporator and stirring with diisopropyl ether.